From a dataset of the Open Reaction Database (ORD), a public repository of structured organic reaction records. describe an organic reaction: reactants, conditions, products, and yield The reactants are CC(=O)OI1(C=2C=CC=CC2C(=O)O1)(OC(=O)C)OC(=O)C (Dess-Martin periodinane), OCCC1=CC2=C(N(C(C=3C=CC=NC23)=O)COC)C=C1 (9-(2-Hydroxyethyl)-6-(methoxymethyl)benzo[h][1,6]naphthyridine-5(6H)-one), C([O-])(O)=O.[Na+] (sodium bicarbonate). The solvent is ClCCl (dichloromethane). Reaction conditions: time 90 minute. The product is COCN1C(C=2C=CC=NC2C2=C1C=CC(=C2)CC=O)=O (2-[6-(Methoxymethyl)-5-oxo-5,6-dihydrobenzo[h][1,6]naphthyridine-9yl]acetaldehyde). Yield: 49.2%. RXN SMILES: [OH:1][CH2:2][CH2:3][C:4]1[CH:21]=[CH:20][C:7]2[N:8]([CH2:17][O:18][CH3:19])[C:9](=[O:16])[C:10]3[CH:11]=[CH:12][CH:13]=[N:14][C:15]=3[C:6]=2[CH:5]=1.CC(OI1(OC(C)=O)(OC(C)=O)OC(=O)C2C=CC=CC1=2)=O.C(=O)(O)[O-].[Na+]>ClCCl>[CH3:19][O:18][CH2:17][N:8]1[C:7]2[CH:20]=[CH:21][C:4]([CH2:3][CH:2]=[O:1])=[CH:5][C:6]=2[C:15]2[N:14]=[CH:13][CH:12]=[CH:11][C:10]=2[C:9]1=[O:16] |f:2.3|. Procedure: The compound (50 mg, 0.18 mmol) prepared in step 4 was dissolved in dichloromethane (10 ml), added with Dess-Martin periodinane (112 mg, 0.26 mmol) at 0° C. The resulting mixture was stirred for 90 minutes at room temperature and poured into saturated sodium bicarbonate aqueous solution. The mixture was extracted with dichloromethane and washed with brine. The organic layer was dried over anhydrous sodium sulfate and concentrated to dryness. The residue was then purified by flash column chromato...